Dataset: the Open Reaction Database (ORD), a public repository of structured organic reaction records. Task: describe an organic reaction: reactants, conditions, products, and yield Starting materials: COC1=NC(=NC(=C1)OC)S(=O)(=O)C (4,6-dimethoxy-2-methylsulfonylpyrimidine), OC1=C(SC=C1)C(=O)OC (methyl 3-hydroxythiophene-2-carboxylate), C([O-])([O-])=O.[K+].[K+] (potassium carbonate). Run in O (water), CC(=O)CC (ethyl methyl ketone). The product is COC1=NC(=NC=C1OC)OC1=C(SC=C1)C(=O)OC (methyl 3-(4,5-dimethoxypyrimidin-2-yloxy)thiophene-2-carboxylate). Yield: 60.7%. RXN SMILES: CO[C:3]1[CH:8]=[C:7]([O:9][CH3:10])[N:6]=[C:5](S(C)(=O)=O)[N:4]=1.[OH:15][C:16]1[CH:20]=[CH:19][S:18][C:17]=1[C:21]([O:23][CH3:24])=[O:22].[C:25](=O)([O-])[O-:26].[K+].[K+]>CC(CC)=O.O>[CH3:10][O:9][C:7]1[C:8]([O:26][CH3:25])=[CH:3][N:4]=[C:5]([O:15][C:16]2[CH:20]=[CH:19][S:18][C:17]=2[C:21]([O:23][CH3:24])=[O:22])[N:6]=1 |f:2.3.4|. Reported procedure: 2.2 g (0.01 mol) of 4,6-dimethoxy-2-methylsulfonylpyrimidine and 1.6 g (0.01 mol) of methyl 3-hydroxythiophene-2-carboxylate are dissolved in 50 ml of ethyl methyl ketone, and 13.8 g (0.1 mol) of potassium carbonate are added. The mixture is refluxed for 4 hours, cooled down, diluted with water and extracted with methylene chloride. The extract is dried over sodium sulfate and concentrated under reduced pressure. The residue is stirred up with n-hephtane, filtered off and dried under reduced pre... Reactants: C(\C=C/CO)O (cis-2-butene-1,4-diol), [Na] (sodium), ClC(C#N)(Cl)Cl (trichloroacetonitrile). Run in C(C)(=O)O (acetic acid). Conditions: time 16 hour. The product is NC1(OCC=CCO1)C(Cl)(Cl)Cl (2-Amino-2-trichloromethyl 1,3-Dioxa-cyclohept-5-ene). As a reaction SMILES: [CH2:1]([OH:6])/[CH:2]=[CH:3]\[CH2:4][OH:5].[Na].[Cl:8][C:9]([Cl:13])([Cl:12])[C:10]#[N:11]>C(O)(=O)C>[NH2:11][C:10]1([C:9]([Cl:13])([Cl:12])[Cl:8])[O:6][CH2:1][CH:2]=[CH:3][CH2:4][O:5]1 |^1:6|. Procedure: To cis-2-butene-1,4-diol (22.28 g, 252.9 mmole) there was added a catalytic amount of sodium followed by a slow addition at ~0° C. of trichloroacetonitrile (110 g, 3 equivalents). Upon completion of the trichloroacetonitrole addition, the solution was stirred at room temperature for 16 hours. The solution was acidified with 1 ml glacial acetic acid and stirred for 15 minutes. The resulting solution was distilled under reduced pressure (0.25 mm Hg) and several fractions were collected at differen... The reactants are COc1cc(OCCCOc2ccccc2)ccc1CCNC(=O)N1CCC(Nc2ccc(CCNCC(O)COc3ccc(O[Si](c4ccccc4)(c4ccccc4)C(C)(C)C)cc3)cc2)CC1, CO, ClC(Cl)Cl. The product is COc1cc(OCCCOc2ccccc2)ccc1CCNC(=O)N1CCC(Nc2ccc(CCNCC(O)COc3ccc(O)cc3)cc2)CC1. As a reaction SMILES: [C:1]([Si:2]([c:3]1[cH:4][cH:5][cH:58][cH:59][cH:60]1)([O:6][c:7]1[cH:8][cH:9][c:10]([O:11][CH2:12][CH:13]([CH2:14][NH:15][CH2:16][CH2:17][c:18]2[cH:19][cH:20][c:21]([NH:22][CH:23]3[CH2:24][CH2:25][N:26]([C:29](=[O:30])[NH:31][CH2:32][CH2:33][c:34]4[c:35]([O:51][CH3:52])[cH:36][c:37]([O:40][CH2:41][CH2:42][CH2:43][O:44][c:45]5[cH:46][cH:47][cH:48][cH:49][cH:50]5)[cH:38][cH:39]4)[CH2:27][CH2:28]3)[cH:53][cH:54]2)[OH:55])[cH:56][cH:57]1)[c:61]1[cH:62][cH:63][cH:64][cH:65][cH:66]1)([CH3:67])([CH3:68])[CH3:69].[CH3:70][OH:71].[CH:72]([Cl:73])([Cl:74])[Cl:75]>>[OH:6][c:7]1[cH:8][cH:9][c:10]([O:11][CH2:12][CH:13]([CH2:14][NH:15][CH2:16][CH2:17][c:18]2[cH:19][cH:20][c:21]([NH:22][CH:23]3[CH2:24][CH2:25][N:26]([C:29](=[O:30])[NH:31][CH2:32][CH2:33][c:34]4[c:35]([O:51][CH3:52])[cH:36][c:37]([O:40][CH2:41][CH2:42][CH2:43][O:44][c:45]5[cH:46][cH:47][cH:48][cH:49][cH:50]5)[cH:38][cH:39]4)[CH2:27][CH2:28]3)[cH:53][cH:54]2)[OH:55])[cH:56][cH:57]1. The reactants are BrC1=C2C(=NC=C1)N(C=C2)S(=O)(=O)C2=CC=C(C)C=C2 (4-bromo-1-tosyl-1H-pyrrolo[2,3-b]pyridine), C(C)(C)[N-]C(C)C.[Li+] (lithium diisopropylamide), CCCCCCC.O1CCCC1.C(C)C1=CC=CC=C1 (heptane tetrahydrofuran ethyl benzene), II (iodine), S(=S)(=O)([O-])[O-].[Na+].[Na+] (sodium thiosulfate). Solvent: O1CCCC1 (tetrahydrofuran), O1CCCC1 (tetrahydrofuran), O (water). Conditions: temperature -78 celsius, time 1 hour. Product: BrC1=C2C(=NC=C1)N(C(=C2)I)S(=O)(=O)C2=CC=C(C)C=C2 (4-bromo-2-iodo-1-tosyl-1H-pyrrolo[2,3-b]pyridine). Reaction SMILES: [Br:1][C:2]1[CH:7]=[CH:6][N:5]=[C:4]2[N:8]([S:11]([C:14]3[CH:20]=[CH:19][C:17]([CH3:18])=[CH:16][CH:15]=3)(=[O:13])=[O:12])[CH:9]=[CH:10][C:3]=12.C([N-]C(C)C)(C)C.[Li+].CCCCCCC.O1CCCC1.C(C1C=CC=CC=1)C.[I:49]I.S([O-])([O-])(=O)=S.[Na+].[Na+]>O1CCCC1.O>[Br:1][C:2]1[CH:7]=[CH:6][N:5]=[C:4]2[N:8]([S:11]([C:14]3[CH:20]=[CH:19][C:17]([CH3:18])=[CH:16][CH:15]=3)(=[O:13])=[O:12])[C:9]([I:49])=[CH:10][C:3]=12 |f:1.2,3.4.5,7.8.9|. Reported procedure: To a solution of Example 36A (25 g, 71.2 mmol) in tetrahydrofuran (600 mL) at −78° C. was added slowly 2M lithium diisopropylamide in heptane/tetrahydrofuran/ethyl benzene (39.1 mL, 78 mmol) and the mixture was stirred at −78° C. for 1 hour. A solution of iodine (19.87 g, 78 mmol) in tetrahydrofuran (100 mL) was added slowly and the reaction was allowed to warm gradually to room temperature. The reaction mixture was stirred at room temperature for 3 hours. Saturated aqueous sodium thiosulfate an... Reactants: C1(CCCC1)NC1=NC(=NC(=C1C)C)NCC1=NC=CC=C1 (N4-cyclopentyl-5,6-dimethyl-N2-(pyridin-2-ylmethyl)pyrimidine-2,4-diamine), FC1=C(C(=CC=C1)C)N ((2-fluoro-6-methylphenyl)amine). Yields the product FC1=C(C(=CC=C1)C)NC1=NC(=NC(=C1C)C)NCC1=NC=CC=C1 (N4-(2-fluoro-6-methylphenyl)-5,6-dimethyl-N2-(pyridin-2-ylmethyl)pyrimidine-2,4-diamine). Reaction SMILES: C1(N[C:7]2[C:12]([CH3:13])=[C:11]([CH3:14])[N:10]=[C:9]([NH:15][CH2:16][C:17]3[CH:22]=[CH:21][CH:20]=[CH:19][N:18]=3)[N:8]=2)CCCC1.[F:23][C:24]1[CH:29]=[CH:28][CH:27]=[C:26]([CH3:30])[C:25]=1[NH2:31]>>[F:23][C:24]1[CH:29]=[CH:28][CH:27]=[C:26]([CH3:30])[C:25]=1[NH:31][C:7]1[C:12]([CH3:13])=[C:11]([CH3:14])[N:10]=[C:9]([NH:15][CH2:16][C:17]2[CH:22]=[CH:21][CH:20]=[CH:19][N:18]=2)[N:8]=1. Procedure details: The titled compound was synthesized according to the procedure described for preparation of N4-cyclopentyl-5,6-dimethyl-N2-(pyridin-2-ylmethyl)pyrimidine-2,4-diamine (Example 29) using (2-fluoro-6-methylphenyl)amine instead of cyclopentanamine. The crude material was purified by column chromatography eluting with mixture of chloroform/ethanol/20% water solution of ammonia (200:10:1), and then the final product was washed with diethyl ether to afford the titled compound as a white solid. 1H NMR (... The reactants are C1(CC1)N1C=C(C(C2=CC(=C(N=C12)N1CCN(CC1)C(=O)OCC)F)=O)C(=O)O (1-cyclopropyl-6-fluoro-1,4-dihydro-4-oxo-7-[4-(ethoxycarbonyl)-1-piperazinyl]-1,8-naphthyridine-3-carboxylic acid), [OH-].[Na+] (sodium hydroxide). Solvent: C(C)O (ethanol). Product: C1(CC1)N1C=C(C(C2=CC(=C(N=C12)N1CCNCC1)F)=O)C(=O)O (1-Cyclopropyl-6-fluoro-1,4-dihydro-4-oxo-7-(1-piperazinyl)-1,8-naphthyridine-3-carboxylic acid). Isolated yield 86.7%. RXN SMILES: [CH:1]1([N:4]2[C:13]3[C:8](=[CH:9][C:10]([F:25])=[C:11]([N:14]4[CH2:19][CH2:18][N:17](C(OCC)=O)[CH2:16][CH2:15]4)[N:12]=3)[C:7](=[O:26])[C:6]([C:27]([OH:29])=[O:28])=[CH:5]2)[CH2:3][CH2:2]1.[OH-].[Na+]>C(O)C>[CH:1]1([N:4]2[C:13]3[C:8](=[CH:9][C:10]([F:25])=[C:11]([N:14]4[CH2:15][CH2:16][NH:17][CH2:18][CH2:19]4)[N:12]=3)[C:7](=[O:26])[C:6]([C:27]([OH:29])=[O:28])=[CH:5]2)[CH2:2][CH2:3]1 |f:1.2|. Reported procedure: A solution of 10.2 g (25 mmole) of 1-cyclopropyl-6-fluoro-1,4-dihydro-4-oxo-7-[4-(ethoxycarbonyl)-1-piperazinyl]-1,8-naphthyridine-3-carboxylic acid, 100 ml of 10% aqueous sodium hydroxide and 40 ml of ethanol was refluxed for three hours. The solution was concentrated to 125 ml and acidified to pH 7.3 with glacial acetic acid. The resulting precipitate was removed by filtration, washed with 50% aqueous ethanol, ether and dried in vacuo to give 7.2 g of the title compound, mp 274°-276°. Starting materials: [Li]CCCC (n-BuLi), BrC1=C(C(=O)O)C(=CC(=C1)Br)F (2,4-dibromo-6-fluorobenzoic acid), C=O (CH2O). The solvent is CCOC(=O)C (EtOAc). Reaction conditions: time 1 hour. The product is BrC1=CC2=C(C(OC2)=O)C(=C1)F (5-bromo-7-fluoro-2-benzofuran-1(3H)-one). As a reaction SMILES: [Li][CH2:2]CCC.Br[C:7]1[CH:15]=[C:14]([Br:16])[CH:13]=[C:12]([F:17])[C:8]=1[C:9]([OH:11])=[O:10].C=O>CCOC(C)=O>[Br:16][C:14]1[CH:13]=[C:12]([F:17])[C:8]2[C:9](=[O:10])[O:11][CH2:2][C:7]=2[CH:15]=1. Procedure details: A solution of n-BuLi (36.7 mL, 91.6 mmol) was added dropwise to a solution of 2,4-dibromo-6-fluorobenzoic acid (13.0 g, 43.6 mmol, in 200 mL of THF) at −70° C. The resulting solution was stirred for 15 minutes before CH2O gas (generated by heating 5.1 g of Para formaldehyde to 200° C.) was bubbled into the mixture at −70° C. The suspension was stirred for 1 hour then warmed to room temperature and stirred for another 2 hours. HCl gas was bubbled into the suspension for 15 minutes to give a clear... Starting materials: [H-].[Na+] (sodium hydride), ClC=1C=C(C=2N(N1)C(=NN2)N)CC (6-Chloro-8-ethyl-[1,2,4]triazolo[4,3-b]pyridazin-3-ylamine), ClCCl (dichloromethane), O (water). The solvent is CCC(CC)O (3-pentanol), CCC(CC)O (3-Pentanol), CN(C)C=O (DMF). Conditions: time 8 hour. Yields the product C(C)C=1C=2N(N=C(C1)OC(CC)CC)C(=NN2)N (8-Ethyl-6-(1-ethylpropoxy)-[1,2,4]triazolo[4,3-b]pyridazin-3-ylamine). Reaction SMILES: [H-].[Na+].Cl[C:4]1[CH:5]=[C:6]([CH2:14][CH3:15])[C:7]2[N:8]([C:10]([NH2:13])=[N:11][N:12]=2)[N:9]=1.[OH2:16].ClCCl>CCC(O)CC.CN(C=O)C>[CH2:14]([C:6]1[C:7]2[N:8]([C:10]([NH2:13])=[N:11][N:12]=2)[N:9]=[C:4]([O:16][CH:6]([CH2:14][CH3:15])[CH2:5][CH3:4])[CH:5]=1)[CH3:15] |f:0.1|. Reported procedure: 3-Pentanol (1.2 ml) was initially charged at RT with stirring. Thereafter, sodium hydride (77 mg) was added while cooling with ice. After stirring at 55° C. for 2.5 h, 6-chloro-8-ethyl-[1,2,4]triazolo[4,3-b]pyridazin-3-ylamine (W2.003, 60 mg), dissolved in 3-pentanol (1.5 ml) and 4 ml of DMF (4 ml), was added dropwise. After stirring for 2 h, the reaction mixture was left to stand at RT overnight, admixed with water and dichloromethane and then extracted three times more with dichloromethane. Th... The reactants are C1(=CC=CC=C1)S(=O)(=O)C=1C(=NN2C1N=C1C(=C2Cl)CCC1)CC (3-benzenesulphonyl-8-chloro-2-ethyl-6,7-dihydro-5H-cyclopenta[d]pyrazolo[1,5-a]pyrimidine), N (NH3). Solvent: CO (MeOH). The product is C1(=CC=CC=C1)S(=O)(=O)C=1C(=NN2C1N=C1C(=C2N)CCC1)CC (3-benzenesulphonyl-2-ethyl-6,7-dihydro-5H-cyclopenta[d]pyrazolo[1,5-a]pyrimidin-8-ylamine). As a reaction SMILES: [C:1]1([S:7]([C:10]2[C:11]([CH2:23][CH3:24])=[N:12][N:13]3[C:18](Cl)=[C:17]4[CH2:20][CH2:21][CH2:22][C:16]4=[N:15][C:14]=23)(=[O:9])=[O:8])[CH:6]=[CH:5][CH:4]=[CH:3][CH:2]=1.[NH3:25]>CO>[C:1]1([S:7]([C:10]2[C:11]([CH2:23][CH3:24])=[N:12][N:13]3[C:18]([NH2:25])=[C:17]4[CH2:20][CH2:21][CH2:22][C:16]4=[N:15][C:14]=23)(=[O:9])=[O:8])[CH:6]=[CH:5][CH:4]=[CH:3][CH:2]=1. Reported procedure: In an analogous manner to that described in Example 4, from 3-benzenesulphonyl-8-chloro-2-ethyl-6,7-dihydro-5H-cyclopenta[d]pyrazolo[1,5-a]pyrimidine and NH3 in MeOH there was obtained 3-benzenesulphonyl-2-ethyl-6,7-dihydro-5H-cyclopenta[d]pyrazolo[1,5-a]pyrimidin-8-ylamine as colorless crystals, m.p.>230°. Reactants: C1(=CC=CC=C1)P(C1=CC=CC=C1)C1=CC=CC=C1 (triphenylphosphine), BrN1C(CCC1=O)=O (N-bromosuccinimide), COC1=C(C=C(C=C1)CCCO)C (3-(4-methoxy-3-methylphenyl)-1-propanol). Run in C(Cl)Cl (methylene chloride). Run at time 2 hour. Product: BrCCCC1=CC(=C(C=C1)OC)C (1-(3-bromopropyl)-4-methoxy-3-methylbenzene). The yield is 69.0%. Reaction SMILES: [CH3:1][O:2][C:3]1[CH:8]=[CH:7][C:6]([CH2:9][CH2:10][CH2:11]O)=[CH:5][C:4]=1[CH3:13].C1(P(C2C=CC=CC=2)C2C=CC=CC=2)C=CC=CC=1.[Br:33]N1C(=O)CCC1=O>C(Cl)Cl>[Br:33][CH2:11][CH2:10][CH2:9][C:6]1[CH:7]=[CH:8][C:3]([O:2][CH3:1])=[C:4]([CH3:13])[CH:5]=1. Procedure: Compound 42-3 (860 mg) was dissolved in methylene chloride (30 ml), triphenylphosphine (1.39 g) and N-bromosuccinimide (0.934 g) were added under ice-cooling, and the mixture was stirred under ice-cooling for 2 hr, and at room temperature for 2 hr. The reaction mixture was washed with water and saturated brine, and dried over anhydrous magnesium sulfate. The solvent was evaporated under reduced pressure. Diethyl ether (50 ml) was added, and the precipitated triphenylphosphine oxide was filtered ...